This data is from the Open Reaction Database (ORD), a public repository of structured organic reaction records. The task is: describe an organic reaction: reactants, conditions, products, and yield Reactants: Oc1cncc(Br)c1, CC(C)(C)OC(=O)NC(CO)C(C)(C)O[SiH2]C(C)(C)C, CCOC(=O)N=NC(=O)OCC, c1ccc(P(c2ccccc2)c2ccccc2)cc1. Yields the product CC(C)(C)OC(=O)NC(COc1cncc(Br)c1)C(C)(C)O[SiH2]C(C)(C)C. RXN SMILES: [Br:1][c:2]1[cH:3][n:4][cH:5][c:6]([OH:8])[cH:7]1.[C:9]([CH3:10])([CH3:11])([CH3:12])[O:13][C:14]([NH:15][CH:16]([CH2:17][OH:18])[C:19]([O:20][SiH2:21][C:22]([CH3:23])([CH3:24])[CH3:25])([CH3:26])[CH3:27])=[O:28].[O:48]=[C:49]([O:50][CH2:51][CH3:52])[N:53]=[N:54][C:55]([O:56][CH2:57][CH3:58])=[O:59].[c:29]1([P:30]([c:31]2[cH:32][cH:33][cH:34][cH:35][cH:36]2)[c:37]2[cH:38][cH:39][cH:40][cH:41][cH:42]2)[cH:43][cH:44][cH:45][cH:46][cH:47]1>>[Br:1][c:2]1[cH:3][n:4][cH:5][c:6]([O:8][CH2:17][CH:16]([NH:15][C:14]([O:13][C:9]([CH3:10])([CH3:11])[CH3:12])=[O:28])[C:19]([O:20][SiH2:21][C:22]([CH3:23])([CH3:24])[CH3:25])([CH3:26])[CH3:27])[cH:7]1.